This data is from the Open Reaction Database (ORD), a public repository of structured organic reaction records. The task is: describe an organic reaction: reactants, conditions, products, and yield The reactants are COC(=O)CNC(=O)c1cc(Cl)c(Oc2ccncc2C(=O)N2CCN(C3CC3)c3ccccc32)cc1Cl, [Li+], C1COCCO1, [OH-], O, O. Product: O=C(O)CNC(=O)c1cc(Cl)c(Oc2ccncc2C(=O)N2CCN(C3CC3)c3ccccc32)cc1Cl. As a reaction SMILES: [CH3:1][O:2][C:3]([CH2:4][NH:5][C:6]([c:7]1[c:8]([Cl:36])[cH:9][c:10]([O:14][c:15]2[c:16]([C:21](=[O:22])[N:23]3[CH2:24][CH2:25][N:26]([CH:33]4[CH2:34][CH2:35]4)[c:27]4[cH:28][cH:29][cH:30][cH:31][c:32]43)[cH:17][n:18][cH:19][cH:20]2)[c:11]([Cl:13])[cH:12]1)=[O:37])=[O:38].[Li+:41].[O:42]1[CH2:43][CH2:44][O:45][CH2:46][CH2:47]1.[OH-:40].[OH2:39].[OH2:48]>>[O:2]=[C:3]([CH2:4][NH:5][C:6]([c:7]1[c:8]([Cl:36])[cH:9][c:10]([O:14][c:15]2[c:16]([C:21](=[O:22])[N:23]3[CH2:24][CH2:25][N:26]([CH:33]4[CH2:34][CH2:35]4)[c:27]4[cH:28][cH:29][cH:30][cH:31][c:32]43)[cH:17][n:18][cH:19][cH:20]2)[c:11]([Cl:13])[cH:12]1)=[O:37])[OH:38]. Reactants: C(C)N1N=CN=C1CO ((2-ethyl-2H-1,2,4-triazol-3-yl)methanol), ClC=1C(=CC=2N(N1)C(=NN2)C2=C(C=CC=C2)F)C(C)(C)C (6-chloro-7-(1,1-dimethylethyl)-3-(2-fluorophenyl)-1,2,4-triazolo[4,3-b]pyridazine), [H-].[Na+] (sodium hydride). Run in O (water), CN(C)C=O (DMF). Conditions: time 30 minute. Product: CC(C)(C)C1=CC=2N(N=C1OCC=1N(N=CN1)CC)C(=NN2)C2=C(C=CC=C2)F (7-(1,1-Dimethylethyl)-6-(2-ethyl-2H-1,2,4-triazol-3-ylmethoxy)-3-(2-fluorophenyl)-1,2,4-triazolo[4,3-b]pyridazine). The yield is 43.9%. Reaction SMILES: [CH2:1]([N:3]1[C:7]([CH2:8][OH:9])=[N:6][CH:5]=[N:4]1)[CH3:2].Cl[C:11]1[C:12]([C:27]([CH3:30])([CH3:29])[CH3:28])=[CH:13][C:14]2[N:15]([C:17]([C:20]3[CH:25]=[CH:24][CH:23]=[CH:22][C:21]=3[F:26])=[N:18][N:19]=2)[N:16]=1.[H-].[Na+]>CN(C=O)C.O>[CH3:30][C:27]([C:12]1[C:11]([O:9][CH2:8][C:7]2[N:3]([CH2:1][CH3:2])[N:4]=[CH:5][N:6]=2)=[N:16][N:15]2[C:17]([C:20]3[CH:25]=[CH:24][CH:23]=[CH:22][C:21]=3[F:26])=[N:18][N:19]=[C:14]2[CH:13]=1)([CH3:28])[CH3:29] |f:2.3|. Procedure details: To a solution of (2-ethyl-2H-1,2,4-triazol-3-yl)methanol (0.094 g, 0.74 mmol) and 6-chloro-7-(1,1-dimethylethyl)-3-(2-fluorophenyl)-1,2,4-triazolo[4,3-b]pyridazine (0.15 g. 0.49 mmol) in DMF (10 ml) was added sodium hydride (0.024 g of a 60% dispersion in oil, 1.1 mol eq.) and the reaction mixture was stirred at room temperature for 30 minutes. After this time, the reaction mixture was diluted with water (80 ml) and the solid that precipitated was collected by filtration and washed several times... Starting materials: [OH-].[K+] (potassium hydroxide), ClC1=C(C=CC(=C1)Cl)C=1N=C(SC1C)N(CCC)C(C=1N=CNC1)C1CC1 (4-(2,4-dichlorophenyl)-2-{N-[cyclopropyl(4-imidazolyl)methyl]-N-propylamino}-5-methylthiazole), CI (methyl iodide). Run in CC(=O)C (acetone), ClCCl (dichloromethane). Conditions: time 5 minute. Yields the product ClC1=C(C=CC(=C1)Cl)C=1N=C(SC1C)N(CCC)C(C=1N=CN(C1)C)C1CC1 (4-(2,4-dichlorophenyl)-5-methyl-2-{N-[cyclopr opyl(1-methyl-4-imidazolyl)methyl]-N-propylamino}thiazole). As a reaction SMILES: [OH-].[K+].[Cl:3][C:4]1[CH:9]=[C:8]([Cl:10])[CH:7]=[CH:6][C:5]=1[C:11]1[N:12]=[C:13]([N:17]([CH:21]([CH:27]2[CH2:29][CH2:28]2)[C:22]2[N:23]=[CH:24][NH:25][CH:26]=2)[CH2:18][CH2:19][CH3:20])[S:14][C:15]=1[CH3:16].[CH3:30]I>CC(C)=O.ClCCl>[Cl:3][C:4]1[CH:9]=[C:8]([Cl:10])[CH:7]=[CH:6][C:5]=1[C:11]1[N:12]=[C:13]([N:17]([CH:21]([CH:27]2[CH2:29][CH2:28]2)[C:22]2[N:23]=[CH:24][N:25]([CH3:30])[CH:26]=2)[CH2:18][CH2:19][CH3:20])[S:14][C:15]=1[CH3:16] |f:0.1|. Procedure details: Add 570 mg of powdered potassium hydroxide to 856 mg of the compound of Example 42 dissolved in 10 ml of acetone. Stir for 5 minutes and then add 0.14 ml of methyl iodide. After 15 minutes at room temperature, dilute the reaction mixture in 100 ml of dichloromethane, and then wash with water and with water saturated with sodium chloride. Dry the organic phase over sodium sulphate, evaporate to dryness and then subject the residue to chromatography on a silica column, using a mixture of cyclohexa...